Dataset: the Open Reaction Database (ORD), a public repository of structured organic reaction records. Task: describe an organic reaction: reactants, conditions, products, and yield Reactants: C(C)NCC1=CC=C(C=C1)OC (N-ethyl-4-methoxybenzenemethanamine), cuprous chloride, C(C#C)O (2-propyn-1-ol), C=O (paraformaldehyde). The product is C(C)N(CC#CCO)CC1=CC=C(C=C1)OC (4-[N-ethyl-(4-methoxyphenyl)methylamino]-2-butyn-1-ol). As a reaction SMILES: [CH2:1]([NH:3][CH2:4][C:5]1[CH:10]=[CH:9][C:8]([O:11][CH3:12])=[CH:7][CH:6]=1)[CH3:2].[CH2:13]([OH:16])[C:14]#[CH:15].[CH2:17]=O>>[CH2:1]([N:3]([CH2:4][C:5]1[CH:6]=[CH:7][C:8]([O:11][CH3:12])=[CH:9][CH:10]=1)[CH2:17][C:15]#[C:14][CH2:13][OH:16])[CH3:2]. Reported procedure: reacting N-ethyl-4-methoxybenzenemethanamine with 2-propyn-1-ol and paraformaldehyde in an inert solvent in the presence of cuprous chloride to produce 4-[N-ethyl-(4-methoxyphenyl)methylamino]-2-butyn-1-ol (V);